From a dataset of the Open Reaction Database (ORD), a public repository of structured organic reaction records. describe an organic reaction: reactants, conditions, products, and yield Product: CCC(C)(NC(=O)C(CCC(=O)O)NC(=O)c1cnc2n1C(C)(Cc1ccc(OC(F)(F)F)cc1)C(=O)N2c1cc(Cl)c(F)c(Cl)c1)c1ccccn1. Starting materials: CCC(C)(NC(=O)C(CCC(=O)OC(C)(C)C)NC(=O)c1cnc2n1C(C)(Cc1ccc(OC(F)(F)F)cc1)C(=O)N2c1cc(Cl)c(F)c(Cl)c1)c1ccccn1, ClCCl, Cl, C1COCCO1. RXN SMILES: [C:1]([CH3:2])([CH3:3])([CH3:4])[O:5][C:6]([CH2:7][CH2:8][CH:9]([C:10]([NH:11][C:12]([CH2:13][CH3:14])([c:15]1[n:16][cH:17][cH:18][cH:19][cH:20]1)[CH3:21])=[O:22])[NH:23][C:24](=[O:25])[c:26]1[cH:27][n:28][c:29]2[n:30]1[C:31]([CH2:44][c:45]1[cH:46][cH:47][c:48]([O:51][C:52]([F:53])([F:54])[F:55])[cH:49][cH:50]1)([CH3:56])[C:32](=[O:43])[N:33]2[c:34]1[cH:35][c:36]([Cl:42])[c:37]([F:41])[c:38]([Cl:40])[cH:39]1)=[O:57].[Cl:65][CH2:66][Cl:67].[ClH:58].[O:59]1[CH2:60][CH2:61][O:62][CH2:63][CH2:64]1>>[O:5]=[C:6]([CH2:7][CH2:8][CH:9]([C:10]([NH:11][C:12]([CH2:13][CH3:14])([c:15]1[n:16][cH:17][cH:18][cH:19][cH:20]1)[CH3:21])=[O:22])[NH:23][C:24](=[O:25])[c:26]1[cH:27][n:28][c:29]2[n:30]1[C:31]([CH2:44][c:45]1[cH:46][cH:47][c:48]([O:51][C:52]([F:53])([F:54])[F:55])[cH:49][cH:50]1)([CH3:56])[C:32](=[O:43])[N:33]2[c:34]1[cH:35][c:36]([Cl:42])[c:37]([F:41])[c:38]([Cl:40])[cH:39]1)[OH:57]. Starting materials: C(C)(=O)C1=C(OCC(COC2=CC(=CC=C2)C(F)(F)F)O)C=CC=C1O (1-(2-acetyl-3-hydroxyphenoxy)-2-hydroxy-3 -(m-trifluoromethylphenoxy) propane), [Na] (sodium), C(C)O (ethanol), [O-]CC.[Na+] (sodium ethoxide). The solvent is C(C(=O)OCC)(=O)OCC (diethyl oxalate), CCOCC (ether). Product: C(=O)(OCC)C=1OC2=CC=CC(=C2C(C1)=O)OCC(COC1=CC(=CC=C1)C(F)(F)F)O (1-(2-carbethoxychromon-5-yloxy)-2-hydroxy-3-(m-trifluoromethylphenoxy) propane). RXN SMILES: [C:1]([C:4]1[C:25]([OH:26])=[CH:24][CH:23]=[CH:22][C:5]=1[O:6][CH2:7][CH:8]([OH:21])[CH2:9][O:10][C:11]1[CH:16]=[CH:15][CH:14]=[C:13]([C:17]([F:20])([F:19])[F:18])[CH:12]=1)(=[O:3])[CH3:2].[O-:27][CH2:28][CH3:29].[Na+].[Na].[CH2:32]([OH:34])[CH3:33]>C(OCC)(=O)C(OCC)=O.CCOCC>[C:28]([C:29]1[O:26][C:25]2[C:4]([C:1](=[O:3])[CH:2]=1)=[C:5]([O:6][CH2:7][CH:8]([OH:21])[CH2:9][O:10][C:11]1[CH:16]=[CH:15][CH:14]=[C:13]([C:17]([F:18])([F:19])[F:20])[CH:12]=1)[CH:22]=[CH:23][CH:24]=2)([O:34][CH2:32][CH3:33])=[O:27] |f:1.2,^1:30|. Procedure: A suspension of 1-(2-acetyl-3-hydroxyphenoxy)-2-hydroxy-3 -(m-trifluoromethylphenoxy) propane (29.6 g) in diethyl oxalate (30 ml) was added to a suspension of sodium ethoxide, prepared from sodium (6.0 g) and ethanol (60 ml) in dry ether (400 ml). The resulting solution was heated under reflux for 2 hours, cooled, and poured onto ice (200 g). After acidification with a solution of acetic acid (24 ml) in water (160 ml), the ether layer was separated, and the aqueous layer extracted with ether (3 ...